From a dataset of the Open Reaction Database (ORD), a public repository of structured organic reaction records. describe an organic reaction: reactants, conditions, products, and yield The reactants are ClC(=O)OCC(C)C (isobutyl chloroformate), CN1CCOCC1 (N-methylmorpholine), N(=[N+]=[N-])[C@H]1C[C@@H](CC[C@@H]1NC(=O)OC(C)(C)C)C(=O)O ((1R,3S,4S)-3-Azido-4-(N-tert-butoxycarbonylamino)cyclohexane-1-carboxylic acid). Run in C(OC)COC (dimethoxyethane). Reaction conditions: time 10 minute. Yields the product N(=[N+]=[N-])[C@H]1C[C@@H](CC[C@@H]1NC(=O)OC(C)(C)C)CO ((1R,3S,4S)-3-Azido-4-(N-tert-butoxycarbonylamino)-1-(hydroxymethyl)cyclohexane). Isolated yield 76.3%. As a reaction SMILES: [N:1]([C@@H:4]1[C@@H:9]([NH:10][C:11]([O:13][C:14]([CH3:17])([CH3:16])[CH3:15])=[O:12])[CH2:8][CH2:7][C@@H:6]([C:18](O)=[O:19])[CH2:5]1)=[N+:2]=[N-:3].ClC(OCC(C)C)=O.CN1CCOCC1>C(COC)OC>[N:1]([C@@H:4]1[C@@H:9]([NH:10][C:11]([O:13][C:14]([CH3:15])([CH3:16])[CH3:17])=[O:12])[CH2:8][CH2:7][C@@H:6]([CH2:18][OH:19])[CH2:5]1)=[N+:2]=[N-:3]. Procedure: (1R,3S,4S)-3-Azido-4-(N-tert-butoxycarbonylamino)cyclohexane-1-carboxylic acid (1.86 g) was dissolved in dimethoxyethane (20 ml), and to the solution isobutyl chloroformate (1.02 ml) and N-methylmorpholine (860 mg) were added at −15° C. The mixture was stirred for 10 minutes at the same temperature. The hydrochloride of N-morpholine deposited was separated by filtration, and an aqueous solution (4 ml) of sodium borohydride (370 mg) was added to the filtrate to stir the mixture for 10 minutes. Af... Starting materials: CC1=C(C=CC(=C1)C(=O)C)Cl (4-chloro-3-methylacetophenone), C(C)(=O)OCC (ethyl acetate), ClN1C(N(C(N(C1=O)Cl)=O)Cl)=O (trichloroisocyanuric acid), N(=NC(C#N)(C)C)C(C#N)(C)C (azobisisobutyronitrile). Solvent: ClC1=CC=CC=C1 (chlorobenzene). Reaction conditions: temperature 87.5 celsius. Yields the product ClC1=C(CNC(OC)=O)C=C(C=C1)C(C)=O (methyl N-(2-chloro-5-acetylbenzyl)carbamate). Reaction SMILES: [CH3:1][C:2]1[CH:7]=[C:6]([C:8]([CH3:10])=[O:9])[CH:5]=[CH:4][C:3]=1[Cl:11].Cl[N:13]1[C:18](=[O:19])N(Cl)C(=O)N(Cl)C1=O.N(C(C)(C)C#N)=NC(C)(C)C#N.[C:36](OCC)(=[O:38])C>ClC1C=CC=CC=1>[Cl:11][C:3]1[CH:4]=[CH:5][C:6]([C:8](=[O:9])[CH3:10])=[CH:7][C:2]=1[CH2:1][NH:13][C:18](=[O:19])[O:38][CH3:36]. Reported procedure: 25.0 g of 4-chloro-3-methylacetophenone and 13.9 g of trichloroisocyanuric acid were suspended in 150 ml of chlorobenzene. A catalytic amount of azobisisobutyronitrile was added thereto, followed by stirring under heating at from 85 to 90° C. for 12 hours. After completion of the reaction, the reaction mixture was cooled to room temperature, and insoluble matters were collected by filtration. The filtrate was washed with an aqueous sodium hydroxide solution and water in this order, and the organ... Procedure details: A 4-(nonylthio)phenol was prepared as follows. 63 Grams of 4-mercaptophenol and 5 grams of toluene sulfonic acid were heated to 60° C. Then 76 grams of nonene (approximately 55 percent 2,4-di-methyl-1-heptene) were added over a 38 minute period. The flask contents were neutralized with 5 grams of Na2CO3 in aqueous solution, decanted and stripped to a pot temperature of 180° C. at 26 millimeters of mercury. The product weighed 113 grams. The reactants are C(=O)([O-])[O-].[Na+].[Na+] (Na2CO3), SC1=CC=C(C=C1)O (4-mercaptophenol), C=1(C(=CC=CC1)S(=O)(=O)O)C (toluene sulfonic acid), C=CCCCCCCC (nonene). Reaction SMILES: [SH:1][C:2]1[CH:7]=[CH:6][C:5]([OH:8])=[CH:4][CH:3]=1.C1(C)C(S(O)(=O)=O)=CC=CC=1.[CH2:20]=[CH:21][CH2:22][CH2:23][CH2:24][CH2:25][CH2:26][CH2:27][CH3:28].C([O-])([O-])=O.[Na+].[Na+]>>[CH2:20]([S:1][C:2]1[CH:7]=[CH:6][C:5]([OH:8])=[CH:4][CH:3]=1)[CH2:21][CH2:22][CH2:23][CH2:24][CH2:25][CH2:26][CH2:27][CH3:28] |f:3.4.5|. The product is C(CCCCCCCC)SC1=CC=C(C=C1)O (4-(nonylthio)phenol).